This data is from the Open Reaction Database (ORD), a public repository of structured organic reaction records. The task is: describe an organic reaction: reactants, conditions, products, and yield RXN SMILES: [Br:1][CH2:2][CH2:3][O:4][CH2:5][CH2:6][Br:7].[C:30](=[O:31])([O-:32])[O-:33].[Cl:8][c:9]1[cH:10][c:11]([F:29])[c:12]([NH:13][c:14]2[n:15][cH:16][n:17][c:18]3[cH:19][c:20]([OH:26])[c:21]([O:24][CH3:25])[cH:22][c:23]23)[cH:27][cH:28]1.[K+:34].[K+:35].[O:36]=[CH:37][N:38]([CH3:39])[CH3:40]>>[CH2:2]([CH2:3][O:4][CH2:5][CH2:6][Br:7])[O:26][c:20]1[cH:19][c:18]2[n:17][cH:16][n:15][c:14]([NH:13][c:12]3[c:11]([F:29])[cH:10][c:9]([Cl:8])[cH:28][cH:27]3)[c:23]2[cH:22][c:21]1[O:24][CH3:25]. Reactants: BrCCOCCBr, O=C([O-])[O-], COc1cc2c(Nc3ccc(Cl)cc3F)ncnc2cc1O, [K+], [K+], CN(C)C=O. Yields the product COc1cc2c(Nc3ccc(Cl)cc3F)ncnc2cc1OCCOCCBr.